This data is from the Open Reaction Database (ORD), a public repository of structured organic reaction records. The task is: describe an organic reaction: reactants, conditions, products, and yield Reactants: C(C)(=O)O (acetic acid), C(C)(=O)O[BH-](OC(C)=O)OC(C)=O.[Na+] (sodium triacetoxyborohydride), NC=1C=C2CCCC2=CC1 (5-Aminoindane), CN(C1(CCC(CC1)=O)C1=CC=CC=C1)C (4-dimethylamino-4-phenylcyclohexanone). The solvent is ClCCCl (1,2-dichloroethane). Conditions: time 24 hour. Product: C1CCC2=CC(=CC=C12)NC1CCC(CC1)(N(C)C)C1=CC=CC=C1 (N′-indan-5-yl-N,N-dimethyl-1-phenyl-cyclohexane-1,4-diamine), solid. As a reaction SMILES: [NH2:1][C:2]1[CH:3]=[C:4]2[C:8](=[CH:9][CH:10]=1)[CH2:7][CH2:6][CH2:5]2.[CH3:11][N:12]([CH3:26])[C:13]1([C:20]2[CH:25]=[CH:24][CH:23]=[CH:22][CH:21]=2)[CH2:18][CH2:17][C:16](=O)[CH2:15][CH2:14]1.C(O)(=O)C.C(O[BH-](OC(=O)C)OC(=O)C)(=O)C.[Na+]>ClCCCl>[CH2:7]1[C:8]2[C:4](=[CH:3][C:2]([NH:1][CH:16]3[CH2:15][CH2:14][C:13]([C:20]4[CH:21]=[CH:22][CH:23]=[CH:24][CH:25]=4)([N:12]([CH3:26])[CH3:11])[CH2:18][CH2:17]3)=[CH:10][CH:9]=2)[CH2:5][CH2:6]1 |f:3.4|. Procedure: 5-Aminoindane (266 mg) and 4-dimethylamino-4-phenylcyclohexanone (434 mg) were dissolved in dry 1,2-dichloroethane (10 ml) under argon. Glacial acetic acid (2 mmol) and sodium triacetoxyborohydride (600 mg) were added and the mixture was stirred for 24 hours at RT. For working up, the reaction mixture was concentrated and the residue was adjusted to pH 11 with five molar sodium hydroxide solution. The alkaline phase was diluted with water (10 ml) and extracted with ethyl acetate (4×20 ml). The c... Reactants: NNC(=O)c1cccnc1, CCO, O=Cc1ccnc2ccccc12. The product is O=C(NN=Cc1ccnc2ccccc12)c1cccnc1. Reaction SMILES: [C:13]([c:14]1[cH:15][n:16][cH:17][cH:18][cH:19]1)(=[O:20])[NH:21][NH2:22].[CH3:23][CH2:24][OH:25].[n:1]1[cH:2][cH:3][c:4]([CH:11]=[O:12])[c:5]2[cH:6][cH:7][cH:8][cH:9][c:10]12>>[n:1]1[cH:2][cH:3][c:4]([CH:11]=[N:22][NH:21][C:13]([c:14]2[cH:15][n:16][cH:17][cH:18][cH:19]2)=[O:20])[c:5]2[cH:6][cH:7][cH:8][cH:9][c:10]12. Reaction SMILES: Cl.[C:2](Cl)(=[O:9])[C:3]1[CH:8]=[CH:7][N:6]=[CH:5][CH:4]=1.[NH2:11][C:12]([CH3:33])([CH3:32])[CH2:13][C:14]1[N:15]([CH2:28][CH2:29][O:30][CH3:31])[N:16]=[C:17]2[C:26]=1[C:25]1[CH:24]=[CH:23][CH:22]=[CH:21][C:20]=1[N:19]=[C:18]2[NH2:27]>>[NH2:27][C:18]1[C:17]2=[N:16][N:15]([CH2:28][CH2:29][O:30][CH3:31])[C:14]([CH2:13][C:12]([NH:11][C:2](=[O:9])[C:3]3[CH:8]=[CH:7][N:6]=[CH:5][CH:4]=3)([CH3:33])[CH3:32])=[C:26]2[C:25]2[CH:24]=[CH:23][CH:22]=[CH:21][C:20]=2[N:19]=1 |f:0.1|. Procedure details: Using the method of Example 68, isonicotinoyl chloride hydrochloride (710 mg, 4.00 mmol) was reacted with 1-(2-amino-2-methylpropyl)-2-(2-methoxyethyl)-2H-pyrazolo[3,4-c]quinolin-4-amine (500 mg, 1.60 mmol, prepared as described in Example 590). The crude product was purified as described in Example 68 to provide 551 mg of N-{2-[4-amino-2-(methoxyethyl)-2H-pyrazolo[3,4-c]quinolin-1-yl]-1,1-dimethylethyl}isonicotinamide as a white solid, mp 166-168° C. MS (ESI) m/z 419 (M+H)+; Anal. Calcd for C23... Yield: 82.3%. Product: NC1=NC=2C=CC=CC2C=2C1=NN(C2CC(C)(C)NC(C2=CC=NC=C2)=O)CCOC (N-{2-[4-amino-2-(methoxyethyl)-2H-pyrazolo[3,4-c]quinolin-1-yl]-1,1-dimethylethyl}isonicotinamide). The reactants are Cl.C(C1=CC=NC=C1)(=O)Cl (isonicotinoyl chloride hydrochloride), NC(CC=1N(N=C2C(=NC=3C=CC=CC3C21)N)CCOC)(C)C (1-(2-amino-2-methylpropyl)-2-(2-methoxyethyl)-2H-pyrazolo[3,4-c]quinolin-4-amine). The reactants are C(#N)C=1C=C(CN2C([C@H](C2)NS(=O)(=O)C2=CC3=CC(=CC=C3C=C2)OC)=O)C=CC1 (7-methoxynaphthalene-2-sulfonic acid [1-(3-cyanobenzyl)-2-oxoazetidin-3-(S)-yl]amide), C(C1=CC=CC=C1)Br (benzyl bromide). Yields the product C(#N)C=1C=C(CN2C([C@H](C2)N(S(=O)(=O)C2=CC3=CC(=CC=C3C=C2)OC)CC2=CC=CC=C2)=O)C=CC1 (7-Methoxy-2-napthalenesulfonic acid [1-(3-cyanobenzyl)-2-oxoazetidin-3-(S)-yl]benzylamide). Reaction SMILES: [C:1]([C:3]1[CH:4]=[C:5]([CH:28]=[CH:29][CH:30]=1)[CH2:6][N:7]1[CH2:10][C@H:9]([NH:11][S:12]([C:15]2[CH:24]=[CH:23][C:22]3[C:17](=[CH:18][C:19]([O:25][CH3:26])=[CH:20][CH:21]=3)[CH:16]=2)(=[O:14])=[O:13])[C:8]1=[O:27])#[N:2].[CH2:31](Br)[C:32]1[CH:37]=[CH:36][CH:35]=[CH:34][CH:33]=1>>[C:1]([C:3]1[CH:4]=[C:5]([CH:28]=[CH:29][CH:30]=1)[CH2:6][N:7]1[CH2:10][C@H:9]([N:11]([CH2:31][C:32]2[CH:37]=[CH:36][CH:35]=[CH:34][CH:33]=2)[S:12]([C:15]2[CH:24]=[CH:23][C:22]3[C:17](=[CH:18][C:19]([O:25][CH3:26])=[CH:20][CH:21]=3)[CH:16]=2)(=[O:14])=[O:13])[C:8]1=[O:27])#[N:2]. Procedure details: The title compound is prepared as described in EXAMPLE 25, Part A using 7-methoxynaphthalene-2-sulfonic acid [1-(3-cyanobenzyl)-2-oxoazetidin-3-(S)-yl]amide, prepared as described in Example 65, part D, and benzyl bromide. The crude product is purified by column chromatography eluting with gradient of 30% EtOAc/hexanes to 40% EtOAc/hexanes to afford the title compound as a white foam. Reactants: Cc1ccc(S(=O)(=O)O)cc1, Cc1ccc(S(=O)(=O)NN)cc1, CC12CCC3C(CCC4CC=CCC43C)C1CCC2=O, CCO. Product: Cc1ccc(S(=O)(=O)NN=C2CCC3C4CCC5CC=CCC5(C)C4CCC23C)cc1. Reaction SMILES: [CH3:13][c:14]1[cH:15][cH:16][c:17]([S:18](=[O:19])(=[O:20])[OH:21])[cH:22][cH:23]1.[CH3:1][c:2]1[cH:3][cH:4][c:5]([S:8](=[O:9])(=[O:10])[NH:11][NH2:12])[cH:6][cH:7]1.[CH3:24][C:25]12[C:26](=[O:43])[CH2:27][CH2:28][CH:29]1[CH:30]1[CH2:31][CH2:32][CH:33]3[CH2:34][CH:35]=[CH:36][CH2:37][C:38]3([CH3:39])[CH:40]1[CH2:41][CH2:42]2.[CH3:44][CH2:45][OH:46]>>[CH3:1][c:2]1[cH:3][cH:4][c:5]([S:8](=[O:9])(=[O:10])[NH:11][N:12]=[C:26]2[C:25]3([CH3:24])[CH:29]([CH2:28][CH2:27]2)[CH:30]2[CH2:31][CH2:32][CH:33]4[CH2:34][CH:35]=[CH:36][CH2:37][C:38]4([CH3:39])[CH:40]2[CH2:41][CH2:42]3)[cH:6][cH:7]1.